From a dataset of the Open Reaction Database (ORD), a public repository of structured organic reaction records. describe an organic reaction: reactants, conditions, products, and yield Starting materials: C1(=CC=CC=C1)N1N=C2C=CC=CC2=C1N (2-phenyl-2H-indazol-3-amine), C1(CCCCC1)=O (cyclohexanone), C(C)(=O)O (acetic acid), C(C)(=O)O[BH-](OC(C)=O)OC(C)=O.[Na+] (sodium triacetoxyborohydride). The solvent is C(Cl)Cl (CH2Cl2). The product is C1(CCCCC1)NC=1N(N=C2C=CC=CC12)C1=CC=CC=C1 (Cyclohexyl-(2-phenyl-2H-indazol-3-yl)-amine). The yield is 17.5%. RXN SMILES: [C:1]1([N:7]2[C:15]([NH2:16])=[C:14]3[C:9]([CH:10]=[CH:11][CH:12]=[CH:13]3)=[N:8]2)[CH:6]=[CH:5][CH:4]=[CH:3][CH:2]=1.[C:17]1(=O)[CH2:22][CH2:21][CH2:20][CH2:19][CH2:18]1.C(O)(=O)C.C(O[BH-](OC(=O)C)OC(=O)C)(=O)C.[Na+]>C(Cl)Cl>[CH:17]1([NH:16][C:15]2[N:7]([C:1]3[CH:2]=[CH:3][CH:4]=[CH:5][CH:6]=3)[N:8]=[C:9]3[C:14]=2[CH:13]=[CH:12][CH:11]=[CH:10]3)[CH2:22][CH2:21][CH2:20][CH2:19][CH2:18]1 |f:3.4|. Reported procedure: To a solution of 2-phenyl-2H-indazol-3-amine (800 mg, 4 mmol; Shirtcliff, Laura D.; Rivers, Jazmin; Haley, Michael M, Journal of Organic Chemistry (2006), 71(17), 6619-6622) in CH2Cl2 (43 ml) was added cyclohexanone (1.97 ml, 19 mmol; [108-94-1]), acetic acid (0.22 ml, 4 mmol) and sodium triacetoxyborohydride (2.43 g, 11 mmol) at ambient temperature under an argon atmosphere. The reaction mixture was heated under reflux conditions for 12 h, poured onto ice water/aqueous NaHCO3 solution 1/1 and e... Starting materials: CS(=O)(=O)Cl, CCN(C(C)C)C(C)C, CC(O)c1ccccc1[N+](=O)[O-], CN(C)C=O. Yields the product CC(Cl)c1ccccc1[N+](=O)[O-]. As a reaction SMILES: [CH3:22][S:23]([Cl:24])(=[O:25])=[O:26].[CH:13]([N:14]([CH:15]([CH3:16])[CH3:17])[CH2:18][CH3:19])([CH3:20])[CH3:21].[N+:1](=[O:2])([O-:3])[c:4]1[c:5]([CH:10]([CH3:11])[OH:12])[cH:6][cH:7][cH:8][cH:9]1.[O:27]=[CH:28][N:29]([CH3:30])[CH3:31]>>[N+:1](=[O:2])([O-:3])[c:4]1[c:5]([CH:10]([CH3:11])[Cl:24])[cH:6][cH:7][cH:8][cH:9]1.